Dataset: the Open Reaction Database (ORD), a public repository of structured organic reaction records. Task: describe an organic reaction: reactants, conditions, products, and yield Reactants: O=C1CCC(=O)N1Br, CC(Cn1ncc2ccc(O)cc21)NC(=O)OCc1ccccc1, [Na+], [Na+], C1CCOC1, O=S([O-])[O-]. Product: CC(Cn1ncc2ccc(O)c(Br)c21)NC(=O)OCc1ccccc1. As a reaction SMILES: [Br:25][N:26]1[C:27](=[O:28])[CH2:29][CH2:30][C:31]1=[O:32].[CH2:1]([c:2]1[cH:3][cH:4][cH:5][cH:6][cH:7]1)[O:8][C:9]([NH:10][CH:11]([CH2:12][n:13]1[n:14][cH:15][c:16]2[cH:17][cH:18][c:19]([OH:22])[cH:20][c:21]12)[CH3:23])=[O:24].[Na+:37].[Na+:38].[O:39]1[CH2:40][CH2:41][CH2:42][CH2:43]1.[S:33]([O-:34])([O-:35])=[O:36]>>[CH2:1]([c:2]1[cH:3][cH:4][cH:5][cH:6][cH:7]1)[O:8][C:9]([NH:10][CH:11]([CH2:12][n:13]1[n:14][cH:15][c:16]2[cH:17][cH:18][c:19]([OH:22])[c:20]([Br:25])[c:21]12)[CH3:23])=[O:24]. Reactants: C(C)(C)(C)OC(=O)N([C@H](C)C1=CC=CC2=CC=CC=C12)CC1C(CN(CC1)C=1SC(=CN1)C(=O)O)C1=CC(=CC=C1)F (2-[4-({(tert-butoxycarbonyl)[(1R)-1-(1-naphthyl)ethyl]amino}methyl)-3-(3-fluorophenyl)piperidin-1-yl]-1,3-thiazole-5-carboxylic acid), Cl.C(C)(=O)OCC (hydrogen chloride ethyl acetate). Run in C1CCOC1 (THF). Run at time 1 hour. Product: Cl.FC=1C=C(C=CC1)C1CN(CCC1CN[C@H](C)C1=CC=CC2=CC=CC=C12)C=1SC(=CN1)C(=O)O (2-[3-(3-fluorophenyl)-4-({[(1R)-1-(1-naphthyl)ethyl]amino}methyl)piperidin-1-yl]-1,3-thiazole-5-carboxylic acid hydrochloride). RXN SMILES: C(OC([N:8]([CH2:21][CH:22]1[CH2:27][CH2:26][N:25]([C:28]2[S:29][C:30]([C:33]([OH:35])=[O:34])=[CH:31][N:32]=2)[CH2:24][CH:23]1[C:36]1[CH:41]=[CH:40][CH:39]=[C:38]([F:42])[CH:37]=1)[C@@H:9]([C:11]1[C:20]2[C:15](=[CH:16][CH:17]=[CH:18][CH:19]=2)[CH:14]=[CH:13][CH:12]=1)[CH3:10])=O)(C)(C)C.[ClH:43].C(OCC)(=O)C>C1COCC1>[ClH:43].[F:42][C:38]1[CH:37]=[C:36]([CH:23]2[CH:22]([CH2:21][NH:8][C@@H:9]([C:11]3[C:20]4[C:15](=[CH:16][CH:17]=[CH:18][CH:19]=4)[CH:14]=[CH:13][CH:12]=3)[CH3:10])[CH2:27][CH2:26][N:25]([C:28]3[S:29][C:30]([C:33]([OH:35])=[O:34])=[CH:31][N:32]=3)[CH2:24]2)[CH:41]=[CH:40][CH:39]=1 |f:1.2,4.5|. Procedure details: To a solution of 172 mg of the crude 2-[4-({(tert-butoxycarbonyl)[(1R)-1-(1-naphthyl)ethyl]amino}methyl)-3-(3-fluorophenyl)piperidin-1-yl]-1,3-thiazole-5-carboxylic acid in 2.0 mL of THF was added 1.00 mL of a 4 M hydrogen chloride/ethyl acetate solution at room temperature, followed by stirring for 1 hour. The solvent was removed by distillation under reduced pressure. The residue was purified by reverse phase silica gel column chromatography (acetonitrile-0.001 M hydrochloric acid) to obtain 1... Starting materials: [N-]=[N+]=[N-].[Na+] (sodium azide), ClC1=C(C=C(C(=O)N2CCCCC2)C=C1)[N+](=O)[O-] (4—Chloro-3-nitro-benzoylpiperidine), [N-]=[N+]=[N-].[Na+] (sodium azide). Solvent: C(CO)O (ethylene glycol). Reaction conditions: temperature 50 celsius. The product is N1=C2C(=NO1)C=C(C=C2)C(=O)N2CCCCC2 (1-(benzofurazan-5-ylcarbonyl)piperidine). Yield: 74.7%. As a reaction SMILES: Cl[C:2]1[CH:15]=[CH:14][C:5]([C:6]([N:8]2[CH2:13][CH2:12][CH2:11][CH2:10][CH2:9]2)=[O:7])=[CH:4][C:3]=1[N+:16]([O-:18])=O.[N-:19]=[N+]=[N-].[Na+]>C(O)CO>[N:19]1[O:18][N:16]=[C:3]2[CH:4]=[C:5]([C:6]([N:8]3[CH2:13][CH2:12][CH2:11][CH2:10][CH2:9]3)=[O:7])[CH:14]=[CH:15][C:2]=12 |f:1.2|. Procedure details: 4—Chloro-3-nitro-benzoylpiperidine (539.2 g, 2.00 mol) was dissolved in 2.93 L ethylene glycol in a 5-L flask with stirring and heating to 50 ° C. To this solution, sodium azide (137.0 g, 2.10 moles) was added in portions over 40 min. When the addition was complete, the temperature was increased to 120 ° C. during 2.5 hr and maintained at this temperature for 3 hr. The solution was allowed to cool to 50 ° C, at which time additional sodium azide (65.3 g, 1.00 moles) was added over 5 min. The tem... The reactants are BrC1=CC(=C(C=C1)Cl)CC1=CC=C(C=C1)OCCOC1CCCCC1 (4-bromo-1-chloro-2-(4-(2-(cyclohexyloxy)ethoxy)benzyl)benzene), [Li]CCCC (n-BuLi), C[Si](O[C@H]1C(O[C@@H]([C@H]([C@@H]1O[Si](C)(C)C)O[Si](C)(C)C)CO[Si](C)(C)C)=O)(C)C ((3R,4S,5R,6R)-3,4,5-tris(trimethylsilyloxy)-6-((trimethylsilyloxy)methyl)tetrahydro-2H-pyran-2-one), [SiH](CC)(CC)CC (Et3SiH), 2,3,4,6-tetra-O-trimethylsilyl-β-D-glucolactone, B(F)(F)F.CCOCC (BF3.Et2O). Solvent: C1(=CC=CC=C1)C (toluene), C1(=CC=CC=C1)C.C1CCOC1 (toluene THF). Conditions: time 1 hour. Yields the product ClC1=C(C=C(C=C1)[C@@H]1O[C@@H]([C@H]([C@@H]([C@H]1O)O)O)CO)CC1=CC=C(C=C1)OCCOC1CCCCC1 ((2S,3R,4R,5S,6R)-2-(4-chloro-3-(4-(2-(cyclohexyloxy)ethoxy)benzyl)phenyl)-6-(hydroxymethyl)tetrahydro-2H-pyran-3,4,5-triol). Reaction SMILES: Br[C:2]1[CH:7]=[CH:6][C:5]([Cl:8])=[C:4]([CH2:9][C:10]2[CH:15]=[CH:14][C:13]([O:16][CH2:17][CH2:18][O:19][CH:20]3[CH2:25][CH2:24][CH2:23][CH2:22][CH2:21]3)=[CH:12][CH:11]=2)[CH:3]=1.[Li]CCCC.C[Si](C)(C)[O:33][C@@H:34]1[C@@H:39]([O:40][Si](C)(C)C)[C@H:38]([O:45][Si](C)(C)C)[C@@H:37]([CH2:50][O:51][Si](C)(C)C)[O:36][C:35]1=O.[SiH](CC)(CC)CC.B(F)(F)F.CCOCC>C1(C)C=CC=CC=1.C1COCC1.C1(C)C=CC=CC=1>[Cl:8][C:5]1[CH:6]=[CH:7][C:2]([C@H:35]2[C@H:34]([OH:33])[C@@H:39]([OH:40])[C@H:38]([OH:45])[C@@H:37]([CH2:50][OH:51])[O:36]2)=[CH:3][C:4]=1[CH2:9][C:10]1[CH:15]=[CH:14][C:13]([O:16][CH2:17][CH2:18][O:19][CH:20]2[CH2:25][CH2:24][CH2:23][CH2:22][CH2:21]2)=[CH:12][CH:11]=1 |f:4.5,6.7|. Procedure details: To a solution of 4-bromo-1-chloro-2-(4-(2-(cyclohexyloxy)ethoxy)benzyl)benzene (intermediate AE) (0.3 g, 0.64 mmol) in anhydrous toluene/THF (v/v=2:1, 6 mL), n-BuLi (2.5 N, 0.39 mL, 0.96 mmol) was added dropwise at −78° C. and stirred for 1 h. Then the mixture was transferred to a solution of 2,3,4,6-tetra-O-trimethylsilyl-β-D-glucolactone (also called (3R,4S,5R,6R)-3,4,5-tris(trimethylsilyloxy)-6-((trimethylsilyloxy)methyl)tetrahydro-2H-pyran-2-one) (0.447 g, 0.96 mmol) in anhydrous toluene (5 ... The reactants are O (water), alcohol, N1=C(C=CC=C1)N1CCN(CC1)C(CO)C (1-(2-Pyridyl)-4-(2-hydroxy-1-methylethyl)piperazine), P(Br)(Br)Br (phosphorus tribromide). Run in C(Cl)(Cl)Cl (chloroform). Run at temperature 60 celsius. The product is N1=C(C=CC=C1)N1CCN(CC1)C(CBr)C (1-(2-Pyridyl)-4-(2-bromo-1-methylethyl)-piperazine). As a reaction SMILES: [N:1]1[CH:6]=[CH:5][CH:4]=[CH:3][C:2]=1[N:7]1[CH2:12][CH2:11][N:10]([CH:13]([CH3:16])[CH2:14]O)[CH2:9][CH2:8]1.P(Br)(Br)[Br:18].O>C(Cl)(Cl)Cl>[N:1]1[CH:6]=[CH:5][CH:4]=[CH:3][C:2]=1[N:7]1[CH2:12][CH2:11][N:10]([CH:13]([CH3:16])[CH2:14][Br:18])[CH2:9][CH2:8]1. Procedure: The alcohol prepared in Part (b) hereinabove, (30 grams; 0.136 moles), diluted with 40 ml of chloroform is added dropwise to 15 cc of phosphorus tribromide. The mixture is warmed to about 60° C. for 2 hours. The mixture is then cooled to below 0° C. and the excess of the reagent is decomposed with water. The mixture is made alkaline, the organic phase is separated and the aqueous phase extracted with chloroform. The total organic phase is combined, dried and allowed to evaporate, giving as a res... The reactants are [Al+3], C1CCOC1, [H-], [H-], [H-], [H-], [Li+], [Na+], [OH-], CCOC(=O)c1ccc(O)c(-c2ccc(OC)cc2)c1, COc1ccc(-c2cc(C(=O)O)ccc2O)cc1. Product: COc1ccc(-c2cc(CO)ccc2O)cc1. Reaction SMILES: [Al+3:40].[CH2:47]1[O:48][CH2:49][CH2:50][CH2:51]1.[H-:39].[H-:42].[H-:43].[H-:44].[Li+:41].[Na+:46].[OH-:45].[OH:1][c:2]1[c:3](-[c:13]2[cH:14][cH:15][c:16]([O:19][CH3:20])[cH:17][cH:18]2)[cH:4][c:5]([C:6](=[O:7])[O:8][CH2:9][CH3:10])[cH:11][cH:12]1.[OH:21][c:22]1[cH:23][cH:24][c:25]([C:26]([OH:27])=[O:28])[cH:29][c:30]1-[c:31]1[cH:32][cH:33][c:34]([O:35][CH3:36])[cH:37][cH:38]1>>[OH:1][c:2]1[c:3](-[c:13]2[cH:14][cH:15][c:16]([O:19][CH3:20])[cH:17][cH:18]2)[cH:4][c:5]([CH2:6][OH:7])[cH:11][cH:12]1.